From a dataset of the Open Reaction Database (ORD), a public repository of structured organic reaction records. describe an organic reaction: reactants, conditions, products, and yield The reactants are 11e, COC(COC1=C2C(=C(C(NC2=C(C=C1)F)=O)CC1=CC=C(C=C1)N1N=CC=C1)C)=O ([8-fluoro-4-methyl-2-oxo-3-(4-pyrazol-1-ylbenzyl)-1,2-dihydroquinolin-5-yloxy]acetic acid methyl ester), IC (iodomethane). The product is COC(COC1=C2C(=C(C(=NC2=C(C=C1)F)OC)CC1=CC=C(C=C1)N1N=CC=C1)C)=O ([8-fluoro-2-methoxy-4-methyl-3-(4-pyrazol-1-ylbenzyl)quinolin-5-yloxy]acetic acid methyl ester). RXN SMILES: [CH3:1][O:2][C:3](=[O:31])[CH2:4][O:5][C:6]1[CH:15]=[CH:14][C:13]([F:16])=[C:12]2[C:7]=1[C:8]([CH3:30])=[C:9]([CH2:18][C:19]1[CH:24]=[CH:23][C:22]([N:25]3[CH:29]=[CH:28][CH:27]=[N:26]3)=[CH:21][CH:20]=1)[C:10](=[O:17])[NH:11]2.I[CH3:33]>>[CH3:1][O:2][C:3](=[O:31])[CH2:4][O:5][C:6]1[CH:15]=[CH:14][C:13]([F:16])=[C:12]2[C:7]=1[C:8]([CH3:30])=[C:9]([CH2:18][C:19]1[CH:24]=[CH:23][C:22]([N:25]3[CH:29]=[CH:28][CH:27]=[N:26]3)=[CH:21][CH:20]=1)[C:10]([O:17][CH3:33])=[N:11]2. Procedure details: The title compound was prepared by the method of Preparation 11e using [8-fluoro-4-methyl-2-oxo-3-(4-pyrazol-1-ylbenzyl)-1,2-dihydroquinolin-5-yloxy]acetic acid methyl ester and iodomethane. Procedure: Following the general procedure, 5,6,7,8-tetrahydroquinolin-5-ylamine (213.2 mg, 1.44 mmol), CALB (64 mg), EtOAc (0.56 mL) and iPr2O (4.8 mL) were stirred for 6 hours. The conversion determined from 1H NMR by integration of the peaks at 5.07 ppm (CHNHAc) and 3.91 ppm (CHNH2) was 50%. Flash chromatography of the material on silica gel using 1:10 MeOH:CH2Cl2 then 20:2:1 CH2Cl2-MeOH-NH4OH furnished (R)-N-(5,6,7,8-tetrahydroquinolin-5-yl)acetamide ((132 mg, 48%) in 98% ee (chiral GC method: isotherm... Starting materials: CO (MeOH), C(Cl)Cl (CH2Cl2), O(C(C)C)C(C)C (iPr2O), N1=CC=CC=2C(CCCC12)N (5,6,7,8-tetrahydroquinolin-5-ylamine), CCOC(=O)C (EtOAc). Conditions: time 6 hour. As a reaction SMILES: [N:1]1[C:10]2[CH2:9][CH2:8][CH2:7][CH:6]([NH2:11])[C:5]=2[CH:4]=[CH:3][CH:2]=1.C[CH2:13][O:14][C:15]([CH3:17])=[O:16].[O:18](C(C)C)C(C)C.CO.[CH2:27]([Cl:29])[Cl:28]>>[CH2:27]([Cl:29])[Cl:28].[CH3:13][OH:14].[NH4+:1].[OH-:18].[N:1]1[C:10]2[CH2:9][CH2:8][CH2:7][C@@H:6]([NH:11][C:15](=[O:16])[CH3:17])[C:5]=2[CH:4]=[CH:3][CH:2]=1 |f:5.6.7.8|. Product: C(Cl)Cl.CO.[NH4+].[OH-] (CH2Cl2 MeOH NH4OH), N1=CC=CC=2[C@@H](CCCC12)NC(C)=O ((R)-N-(5,6,7,8-tetrahydroquinolin-5-yl)acetamide).